This data is from the Open Reaction Database (ORD), a public repository of structured organic reaction records. The task is: describe an organic reaction: reactants, conditions, products, and yield Starting materials: CC(O)(COS(C)(=O)=O)c1cnc(N2CCN(c3nnc(Cc4ccccc4)c4ccccc34)CC2)cn1, CC#N, OC1CCNCC1. The product is CC(O)(CN1CCC(O)CC1)c1cnc(N2CCN(c3nnc(Cc4ccccc4)c4ccccc34)CC2)cn1. RXN SMILES: [CH2:1]([c:2]1[cH:3][cH:4][cH:5][cH:6][cH:7]1)[c:8]1[n:9][n:10][c:11]([N:18]2[CH2:19][CH2:20][N:21]([c:24]3[n:25][cH:26][c:27]([C:30]([CH2:31][O:32][S:33]([CH3:34])(=[O:35])=[O:36])([CH3:37])[OH:38])[n:28][cH:29]3)[CH2:22][CH2:23]2)[c:12]2[cH:13][cH:14][cH:15][cH:16][c:17]12.[CH3:46][C:47]#[N:48].[OH:39][CH:40]1[CH2:41][CH2:42][NH:43][CH2:44][CH2:45]1>>[CH2:1]([c:2]1[cH:3][cH:4][cH:5][cH:6][cH:7]1)[c:8]1[n:9][n:10][c:11]([N:18]2[CH2:19][CH2:20][N:21]([c:24]3[n:25][cH:26][c:27]([C:30]([CH2:31][N:43]4[CH2:42][CH2:41][CH:40]([OH:39])[CH2:45][CH2:44]4)([CH3:37])[OH:38])[n:28][cH:29]3)[CH2:22][CH2:23]2)[c:12]2[cH:13][cH:14][cH:15][cH:16][c:17]12. Reactants: COC(=O)C1CN(CC1C1CC1)CC1=CC=CC=C1 ((3RS,4RS)-1-benzyl-4-cyclopropyl-pyrrolidine-3-carboxylic acid methyl ester). Reagents/catalysts: [Pd] (Pd/C). Run in CO (methanol). Conditions: time 8 hour. Product: COC(=O)C1CNCC1C1CC1 ((3RS,4RS)-4-cyclopropyl-pyrrolidine-3-carboxylic acid methyl ester). The yield is 85.4%. RXN SMILES: [CH3:1][O:2][C:3]([CH:5]1[CH:9]([CH:10]2[CH2:12][CH2:11]2)[CH2:8][N:7](CC2C=CC=CC=2)[CH2:6]1)=[O:4]>CO.[Pd]>[CH3:1][O:2][C:3]([CH:5]1[CH:9]([CH:10]2[CH2:12][CH2:11]2)[CH2:8][NH:7][CH2:6]1)=[O:4]. Reported procedure: 101.2 To a stirred solution of 1.13 g (3RS,4RS)-1-benzyl-4-cyclopropyl-pyrrolidine-3-carboxylic acid methyl ester at r.t. in 10 ml methanol under an argon atmosphere was added 113 mg 10% Pd/C. The mixture was then stirred at r.t. under a hydrogen atmosphere overnight. The catalyst was filtered off and rinsed with methanol. The filtrate was concentrated to leave 630 mg (3RS,4RS)-4-cyclopropyl-pyrrolidine-3-carboxylic acid methyl ester as a light yellow oil. MS170.3 ([M+H]+) Reported procedure: A mixture of the title compound from Example 1 Step A (0.250 g, 0.898 mmol), palladium acetate (0.020 g, 0.090 mmol), cyclopropyl boronic acid (0.154 g, 1.80 mmol), cesium carbonate (0.878 g, 2.69 mol), and triphenylphosphine (0.047 g, 0.180 mmol) in tetrahydrofuran (8.98 mL) was heated in a sealed tube at 100° C. for 18 hours. The reaction mixture was then cooled to room temperature, filtered and concentrated under reduced pressure. Purification of the resulting residue by flash chromatography ... The reagents and catalysts are C(C)(=O)[O-].[Pd+2].C(C)(=O)[O-] (palladium acetate). Reaction conditions: temperature 100 celsius. RXN SMILES: [Cl:1][C:2]1[C:10](I)=[C:5]2[CH:6]=[CH:7][CH:8]=[CH:9][N:4]2[N:3]=1.[CH:12]1(B(O)O)[CH2:14][CH2:13]1.C(=O)([O-])[O-].[Cs+].[Cs+].C1(P(C2C=CC=CC=2)C2C=CC=CC=2)C=CC=CC=1>O1CCCC1.C([O-])(=O)C.[Pd+2].C([O-])(=O)C>[Cl:1][C:2]1[C:10]([CH:12]2[CH2:14][CH2:13]2)=[C:5]2[CH:6]=[CH:7][CH:8]=[CH:9][N:4]2[N:3]=1 |f:2.3.4,7.8.9|. Starting materials: ClC1=NN2C(C=CC=C2)=C1I (2-chloro-3-iodopyrazolo[1,5-a]pyridine), C1(CC1)B(O)O (cyclopropyl boronic acid), C([O-])([O-])=O.[Cs+].[Cs+] (cesium carbonate), C1(=CC=CC=C1)P(C1=CC=CC=C1)C1=CC=CC=C1 (triphenylphosphine). Run in O1CCCC1 (tetrahydrofuran). Product: ClC1=NN2C(C=CC=C2)=C1C1CC1 (2-chloro-3-cyclopropylpyrazolo[1,5-a]pyridine). Reactants: C=1(C(=CC=CC1)C=O)C1=CC=CC=C1 (biphenyl-2-aldehyde), C1(CC(CCC1)=O)=O (cyclohexane-1,3-dione), C(C)OC(CC(N)=N)=O (amidinoacetic acid ethyl ester). The solvent is C(C)O (ethanol), C(C)O (ethanol). Yields the product C(C)OC(=O)C1=C(NC=2CCCC(C2C1C1=C(C=CC=C1)C1=CC=CC=C1)=O)N (2-amino-4-(biphenyl-2-yl)-1,4,5,6,7,8-hexahydro-5-oxoquinoline-3-carboxylic acid ethyl ester). Isolated yield 45.0%. Reaction SMILES: [C:1]1([C:9]2[CH:14]=[CH:13][CH:12]=[CH:11][CH:10]=2)[C:2]([CH:7]=O)=[CH:3][CH:4]=[CH:5][CH:6]=1.[C:15]1(=[O:22])[CH2:20][CH2:19][CH2:18][C:17](=O)[CH2:16]1.[CH2:23]([O:25][C:26](=[O:31])[CH2:27][C:28](=[NH:30])[NH2:29])[CH3:24]>C(O)C>[CH2:23]([O:25][C:26]([C:27]1[CH:7]([C:2]2[CH:3]=[CH:4][CH:5]=[CH:6][C:1]=2[C:9]2[CH:14]=[CH:13][CH:12]=[CH:11][CH:10]=2)[C:16]2[C:15](=[O:22])[CH2:20][CH2:19][CH2:18][C:17]=2[NH:29][C:28]=1[NH2:30])=[O:31])[CH3:24]. Reported procedure: Upon heating a solution of 6.1 g of biphenyl-2-aldehyde, 3.8 g of cyclohexane-1,3-dione and 5.1 g of amidinoacetic acid ethyl ester in 100 ml of ethanol for 1 hour, 2-amino-4-(biphenyl-2-yl)-1,4,5,6,7,8-hexahydro-5-oxoquinoline-3-carboxylic acid ethyl ester of melting point 248°C (ethanol) is obtained. The reactants are O(C1=CC=CC=C1)C1=CC=C(C=C1)[Mg]Br (4-phenoxyphenylmagnesium bromide), Cl (hydrochloric acid), C(C1=CC=CC=C1)N1CCC(CC1)=O (1-benzyl-4-piperidone). The solvent is O1CCCC1 (tetrahydrofuran), O1CCCC1 (tetrahydrofuran), C(C)OCC (diethyl ether). Reaction conditions: time 2 hour. The product is C(C1=CC=CC=C1)N1CCC(CC1)(O)C1=CC=C(C=C1)OC1=CC=CC=C1 (1-benzyl-4-(4-phenoxy-phenyl)-piperidin-4-ol), solid. The yield is 33.0%. RXN SMILES: [O:1]([C:8]1[CH:13]=[CH:12][C:11]([Mg]Br)=[CH:10][CH:9]=1)[C:2]1[CH:7]=[CH:6][CH:5]=[CH:4][CH:3]=1.[CH2:16]([N:23]1[CH2:28][CH2:27][C:26](=[O:29])[CH2:25][CH2:24]1)[C:17]1[CH:22]=[CH:21][CH:20]=[CH:19][CH:18]=1.Cl>O1CCCC1.C(OCC)C>[CH2:16]([N:23]1[CH2:28][CH2:27][C:26]([C:11]2[CH:12]=[CH:13][C:8]([O:1][C:2]3[CH:7]=[CH:6][CH:5]=[CH:4][CH:3]=3)=[CH:9][CH:10]=2)([OH:29])[CH2:25][CH2:24]1)[C:17]1[CH:18]=[CH:19][CH:20]=[CH:21][CH:22]=1. Reported procedure: A solution of 4-phenoxyphenylmagnesium bromide in tetrahydrofuran (30 mL, 15 mmol) is introduced in a flame dried flask placed under argon atmosphere. A solution of 1-benzyl-4-piperidone (2.84 g, 15 mmol) in dry tetrahydrofuran (12 mL) is added dropwise, while the temperature is maintained below 20° C. with an ice bath. After completion of the addition, the mixture is allowed to reach room temperature and is further stirred for 2 hours. Ice is then added to the reaction mixture and 1 N hydrochlo... Starting materials: ClC=1C(=NN(C1)C(F)F)C=O (4-chloro-1-difluoromethyl-1H-pyrazole-3-carbaldehyde), NC=1C=CC(=C(C1)[C@]1(N=C(OCC1)N)C)F ((S)-4-(5-amino-2-fluoro-phenyl)-4-methyl-5,6-dihydro-4H-[1,3]oxazin-2-ylamine), [B][B][B][B][B][B][B][B][B][B] (decaborane). The solvent is CO (methanol). Run at temperature 25 celsius, time 60 minute. The product is ClC=1C(=NN(C1)C(F)F)CNC=1C=CC(=C(C1)[C@]1(N=C(OCC1)N)C)F ((S)-4-{5-[(4-chloro-1-difluoromethyl-1H-pyrazol-3-ylmethyl)-amino]-2-fluoro-phenyl}-4-methyl-5,6-dihydro-4H-[1,3]oxazin-2-ylamine). Isolated yield 20.6%. RXN SMILES: [NH2:1][C:2]1[CH:3]=[CH:4][C:5]([F:16])=[C:6]([C@:8]2([CH3:15])[CH2:13][CH2:12][O:11][C:10]([NH2:14])=[N:9]2)[CH:7]=1.[Cl:17][C:18]1[C:19]([CH:26]=O)=[N:20][N:21]([CH:23]([F:25])[F:24])[CH:22]=1.[B][B][B][B][B][B][B][B][B][B]>CO>[Cl:17][C:18]1[C:19]([CH2:26][NH:1][C:2]2[CH:3]=[CH:4][C:5]([F:16])=[C:6]([C@:8]3([CH3:15])[CH2:13][CH2:12][O:11][C:10]([NH2:14])=[N:9]3)[CH:7]=2)=[N:20][N:21]([CH:23]([F:25])[F:24])[CH:22]=1 |^3:27,36,^1:28,29,30,31,32,33,34,35|. Procedure details: In a 5 ml-reaction tube a solution of (S)-4-(5-amino-2-fluoro-phenyl)-4-methyl-5,6-dihydro-4H-[1,3]oxazin-2-ylamine (intermediate A8.4) (22 mg, 0.1 mmol) in methanol (0.3 ml) was treated at room temperature at under an inert atmosphere with 4-chloro-1-difluoromethyl-1H-pyrazole-3-carbaldehyde (19.9 mg, 110 μmol). The tube was closed and the reaction mixture was stirred at 25° C. for 60 minutes. Then decaborane (24.4 mg, 200 μmol) was added in one portion, the tube was closed, and the mixture was... Starting materials: [Li]CCCC (n-BuLi), C(C1=CC=CC=C1)N(CC)C[C@H]1COC2=C(O1)C(=CC=C2)F (N-benzyl-N-{[(2S)-8-fluoro-2,3-dihydro-1,4-benzodioxin-2-yl]methyl}ethanamine), 2,2-tetramethylpiperidine, CSC (dimethylsulfide), [NH4+].[Cl-] (NH4Cl). Run in C1CCOC1 (THF), C1CCOC1 (THF). Conditions: temperature -75 celsius, time 30 minute. The product is C(C1=CC=CC=C1)N(CC)C[C@H]1COC2=C(O1)C(=C(C=C2)SC)F (N-BENZYL-N-{[(2S)-8-FLUORO-7-(METHYLTHIO)-2,3-DIHYDRO-1,4-BENZODIOXIN-2-YL]METHYL}ETHANAMINE). Yield: 51.3%. Reaction SMILES: [CH2:1]([N:8]([CH2:11][C@@H:12]1[O:17][C:16]2[C:18]([F:22])=[CH:19][CH:20]=[CH:21][C:15]=2[O:14][CH2:13]1)[CH2:9][CH3:10])[C:2]1[CH:7]=[CH:6][CH:5]=[CH:4][CH:3]=1.[Li]CCCC.[CH3:28][S:29]C.[NH4+].[Cl-]>C1COCC1>[CH2:1]([N:8]([CH2:11][C@@H:12]1[O:17][C:16]2[C:18]([F:22])=[C:19]([S:29][CH3:28])[CH:20]=[CH:21][C:15]=2[O:14][CH2:13]1)[CH2:9][CH3:10])[C:2]1[CH:7]=[CH:6][CH:5]=[CH:4][CH:3]=1 |f:3.4|. Reported procedure: A mixture of N-benzyl-N-{[(2S)-8-fluoro-2,3-dihydro-1,4-benzodioxin-2-yl]methyl}ethanamine (2.2 g, 7.3 mmol) and 2,2-tetramethylpiperidine (2.5 ml, 14.6 mmol) was added dropwise to n-BuLi (10 ml, 25 mmol) in THF (dry, 10 ml) under N2 at −75° C., followed by the addition of dimethylsulfide (1.32 ml, 14.6 mmol) in THF (dry, 10 ml). The mixture was stirred for 30 min at −75° C., and was then warmed to room temperature. NH4Cl (sat.) was added and the solution was extracted with EtOAc. The combined o... Reactants: Cn1cc(-c2ccc(C(C)(O)Cc3nc(CC(C)(C)C)cn3C(c3ccccc3)(c3ccccc3)c3ccccc3)cc2)cn1, CO, Cl. Product: Cn1cc(-c2ccc(C(C)(O)Cc3nc(CC(C)(C)C)c[nH]3)cc2)cn1. As a reaction SMILES: [CH3:2][C:3]([CH2:4][c:5]1[n:6][c:7]([CH2:29][C:30]([CH3:31])([OH:32])[c:33]2[cH:34][cH:35][c:36](-[c:39]3[cH:40][n:41][n:42]([CH3:44])[cH:43]3)[cH:37][cH:38]2)[n:8]([C:10]([c:11]2[cH:12][cH:13][cH:14][cH:15][cH:16]2)([c:17]2[cH:18][cH:19][cH:20][cH:21][cH:22]2)[c:23]2[cH:24][cH:25][cH:26][cH:27][cH:28]2)[cH:9]1)([CH3:45])[CH3:46].[CH3:47][OH:48].[ClH:1]>>[CH3:2][C:3]([CH2:4][c:5]1[n:6][c:7]([CH2:29][C:30]([CH3:31])([OH:32])[c:33]2[cH:34][cH:35][c:36](-[c:39]3[cH:40][n:41][n:42]([CH3:44])[cH:43]3)[cH:37][cH:38]2)[nH:8][cH:9]1)([CH3:45])[CH3:46]. The reactants are FC(COC1=CC=C(C=N1)C(C)N)(F)F (1-[6-(2,2,2-trifluoroethoxy)pyridin-3-yl]ethanamine), CN1CCC(CC1)OC1=C(C=C(C#N)C=C1)C(F)(F)F (4-[(1-methylpiperidin-4-yl)oxy]-3-(trifluoromethyl)benzonitrile). Product: C1(CCCC1)OC1=CC=C(C=N1)C(C)N (1-[6-(cyclopentyloxy)pyridin-3-yl]ethanamine). Reaction SMILES: F[C:2](F)(F)[CH2:3][O:4][C:5]1[N:10]=[CH:9][C:8]([CH:11]([NH2:13])[CH3:12])=[CH:7][CH:6]=1.CN1CC[CH:20](OC2C=CC(C#N)=CC=2C(F)(F)F)[CH2:19][CH2:18]1>>[CH:3]1([O:4][C:5]2[N:10]=[CH:9][C:8]([CH:11]([NH2:13])[CH3:12])=[CH:7][CH:6]=2)[CH2:20][CH2:19][CH2:18][CH2:2]1. Procedure details: The title compound was synthesized according to the procedure described for the synthesis of 1-[6-(2,2,2-trifluoroethoxy)pyridin-3-yl]ethanamine, step B, starting from 4-[(1-methylpiperidin-4-yl)oxy]-3-(trifluoromethyl)benzonitrile. Yield 49 mg, 62% (oil) after column chromatography on silica gel (eluent: CHCl3/MeOH/conc.NH3, 80:20:1). MS (APCI) m/z 303 [M+H]. 1H NMR (400 MHz, DMSO-D6) δ ppm 1.23 (d, J=6.5 Hz, 3 H), 1.64-1.72 (m, 2 H), 1.86-1.92 (m, 2 H), 2.17 (s, 3 H), 2.21-2.27 (m, 2 H), 2.47-... The reactants are CC1=CC=C(C=C1)C=1C(=CC=CC1)C(=O)O (4'-Methylbiphenyl-2-carboxylic acid), acid chloride, S(=O)(Cl)Cl (thionyl chloride), acid chloride, C(\C=C\C(=O)O)(=O)O.NCCC#N (3-aminopropionitrile fumarate). Yields the product C(#N)CCNC(=O)CC=1C(=CC=CC1)C1=CC=C(C=C1)C (N-(2-Cyanoethyl)-4'-methylbiphenyl-2-carboxyamide). The yield is 80085.5%. Reaction SMILES: [CH3:1][C:2]1[CH:7]=[CH:6][C:5]([C:8]2[C:9]([C:14](O)=O)=[CH:10][CH:11]=[CH:12][CH:13]=2)=[CH:4][CH:3]=1.S(Cl)(Cl)=O.C(O)(=O)/C=C/[C:24](O)=[O:25].[NH2:29][CH2:30][CH2:31][C:32]#[N:33]>>[C:32]([CH2:31][CH2:30][NH:29][C:24]([CH2:14][C:9]1[C:8]([C:5]2[CH:4]=[CH:3][C:2]([CH3:1])=[CH:7][CH:6]=2)=[CH:13][CH:12]=[CH:11][CH:10]=1)=[O:25])#[N:33] |f:2.3|. Procedure: 4'-Methylbiphenyl-2-carboxylic acid (50.0 g, 0.24 mmol) was converted into the corresponding acid chloride as described in Example 89, Part B using thionyl chloride. This acid chloride was subsequently reacted with 3-aminopropionitrile fumarate (30.25 g, 0.24 mmol) under Schotten-Baumann reaction conditions described in Example 209, Part B to yield 53.50 g of white powder after recrystallization from methylcylcohexane/butylchloride; m.p. 102.0-103.5° C. NMR (200 MHz, CDCl3): δ 7.68 (d, 1H, J=7Hz...